This data is from the Open Reaction Database (ORD), a public repository of structured organic reaction records. The task is: describe an organic reaction: reactants, conditions, products, and yield Starting materials: C(\C=C\C)=O (crotonaldehyde), C1(=CC=CC=C1)S(=O)(=O)C#N (benzenesulfonyl cyanide). The solvent is C1(=CC=CC=C1)C (Toluene). Conditions: temperature 110 celsius. The product is C1(=CC=CC=C1)S(=O)(=O)C1=NC=CC=C1 (2-benzenesulfonyl-pyridine). Isolated yield 68.8%. RXN SMILES: [CH:1](=O)/[CH:2]=[CH:3]/[CH3:4].[C:6]1([S:12]([C:15]#[N:16])(=[O:14])=[O:13])[CH:11]=[CH:10][CH:9]=[CH:8][CH:7]=1>C1(C)C=CC=CC=1>[C:6]1([S:12]([C:15]2[CH:4]=[CH:3][CH:2]=[CH:1][N:16]=2)(=[O:13])=[O:14])[CH:7]=[CH:8][CH:9]=[CH:10][CH:11]=1. Procedure details: First, 10.16 g (145 mmol) of crotonaldehyde and 10.09 g (60.4 mmol) of benzenesulfonyl cyanide were introduced to the same reaction vessel as in Example 1. Toluene (15 ml) were added as the solvent, and the mixture was heated under reflux for 15 hours while agitating at an internal temperature of 110° C. in a nitrogen atmosphere, separating and removing water that was produced. After this solution was cooled to room temperature, the low-boiling components, such as solvent, etc., were removed und... The reactants are Brc1cncc(Br)c1, [Cu], [Na], O, OCc1ccccc1. The product is Brc1cncc(OCc2ccccc2)c1. RXN SMILES: [Br:10][c:11]1[cH:12][n:13][cH:14][c:15]([Br:16])[cH:17]1.[Cu:19].[Na:1].[OH2:18].[OH:2][CH2:3][c:4]1[cH:5][cH:6][cH:7][cH:8][cH:9]1>>[O:2]([CH2:3][c:4]1[cH:5][cH:6][cH:7][cH:8][cH:9]1)[c:15]1[cH:14][n:13][cH:12][c:11]([Br:10])[cH:17]1. The reactants are O=C1C(CCCC1)CC(=O)C1=CC=CC=C1 (2-(2-oxocyclohexyl)acetophenone), 1-(4-methoxyphenol) 2-phenol 4,5,6,7-tetrahydroindole, COC1=CC=C(N)C=C1 (4-methoxyaniline), C(C)(=O)O (acetic acid). Run in C(C)(C)O (isopropyl alcohol). Product: COC1=CC=C(C=C1)N1C(=CC=2CCCCC12)C1=CC=CC=C1 (1-(4-methoxyphenyl)-2-phenyl-4,5,6,7-tetrahydroindole). Reaction SMILES: O=[C:2]1[CH2:7][CH2:6][CH2:5][CH2:4][CH:3]1[CH2:8][C:9]([C:11]1[CH:16]=[CH:15][CH:14]=[CH:13][CH:12]=1)=O.[CH3:17][O:18][C:19]1[CH:25]=[CH:24][C:22]([NH2:23])=[CH:21][CH:20]=1.C(O)(=O)C>C(O)(C)C>[CH3:17][O:18][C:19]1[CH:25]=[CH:24][C:22]([N:23]2[C:2]3[CH2:7][CH2:6][CH2:5][CH2:4][C:3]=3[CH:8]=[C:9]2[C:11]2[CH:16]=[CH:15][CH:14]=[CH:13][CH:12]=2)=[CH:21][CH:20]=1. Procedure: Following a procedure similar to that of Example 1C but using 64.9 g. of 2-(2-oxocyclohexyl)acetophenone and 37 g. of 4-methoxyaniline in 180 ml. glacial acetic acid there was obtained 80.9 g. of 1-(4-methoxyphenol)-2-phenol-4,5,6,7-tetrahydroindole; m.p. 132°-133°C. (isopropyl alcohol). The reactants are C(C)N1N=CC=2C1=NC(=C(C2NC2CCOCC2)CNC(=O)C2=CC(=CC=C2)C(=O)NCC=2C=C(C(=CC2)F)C2=CC(=CC=C2)C=O)CC (N-{[1,6-diethyl-4-(tetrahydro-2H-pyran-4-ylamino)-1H-pyrazolo[3,4-b]pyridin-5-yl]methyl}-N′-[(6-fluoro-3′-formyl-3-biphenylyl)methyl]-1,3-benzenedicarboxamide), C[C@H]1N(CCNC1)C(=O)OC(C)(C)C (1,1-dimethylethyl (2R)-2-methyl-1-piperazinecarboxylate), C(C)(=O)O[BH-](OC(C)=O)OC(C)=O.[Na+] (sodium triacetoxyborohydride), CC(=O)O (AcOH). Run in ClCCCl (1,2-dichloroethane). Run at time 1.5 hour. The product is C(C)N1N=CC=2C1=NC(=C(C2NC2CCOCC2)CNC(=O)C2=CC(=CC=C2)C(=O)NCC=2C=C(C(=CC2)F)C2=CC(=CC=C2)CN2C[C@H](NCC2)C)CC (N-{[1,6-Diethyl-4-(tetrahydro-2H-pyran-4-ylamino)-1H-pyrazolo[3,4-b]pyridin-5-yl]methyl}-N′-[(6-fluoro-3′-{[(3R)-3-methyl-1-piperazinyl]methyl}-3-biphenylyl)methyl]-1,3-benzenedicarboxamide). RXN SMILES: [CH2:1]([N:3]1[C:7]2=[N:8][C:9]([CH2:48][CH3:49])=[C:10]([CH2:19][NH:20][C:21]([C:23]3[CH:28]=[CH:27][CH:26]=[C:25]([C:29]([NH:31][CH2:32][C:33]4[CH:34]=[C:35]([C:40]5[CH:45]=[CH:44][CH:43]=[C:42]([CH:46]=O)[CH:41]=5)[C:36]([F:39])=[CH:37][CH:38]=4)=[O:30])[CH:24]=3)=[O:22])[C:11]([NH:12][CH:13]3[CH2:18][CH2:17][O:16][CH2:15][CH2:14]3)=[C:6]2[CH:5]=[N:4]1)[CH3:2].[CH3:50][C@@H:51]1[CH2:56][NH:55][CH2:54][CH2:53][N:52]1C(OC(C)(C)C)=O.C(O[BH-](OC(=O)C)OC(=O)C)(=O)C.[Na+].CC(O)=O>ClCCCl>[CH2:1]([N:3]1[C:7]2=[N:8][C:9]([CH2:48][CH3:49])=[C:10]([CH2:19][NH:20][C:21]([C:23]3[CH:28]=[CH:27][CH:26]=[C:25]([C:29]([NH:31][CH2:32][C:33]4[CH:34]=[C:35]([C:40]5[CH:45]=[CH:44][CH:43]=[C:42]([CH2:46][N:55]6[CH2:54][CH2:53][NH:52][C@H:51]([CH3:50])[CH2:56]6)[CH:41]=5)[C:36]([F:39])=[CH:37][CH:38]=4)=[O:30])[CH:24]=3)=[O:22])[C:11]([NH:12][CH:13]3[CH2:14][CH2:15][O:16][CH2:17][CH2:18]3)=[C:6]2[CH:5]=[N:4]1)[CH3:2] |f:2.3|. Procedure details: A mixture of N-{[1,6-diethyl-4-(tetrahydro-2H-pyran-4-ylamino)-1H-pyrazolo[3,4-b]pyridin-5-yl]methyl}-N′-[(6-fluoro-3′-formyl-3-biphenylyl)methyl]-1,3-benzenedicarboxamide (100 mg, 0.000152 mol) in 1,2-dichloroethane (4 mL) with 1,1-dimethylethyl (2R)-2-methyl-1-piperazinecarboxylate (48 mg, 0.00024 mol) and sodium triacetoxyborohydride (68 mg, 0.00032 mol) and AcOH (12 μL) was placed on an oscillating shaker overnight at room temperature. The reaction was quenched with sat. aq. NaHCO3, then ext... The reactants are C(C)OCCOC1=NC(=C2N=C(N(C2=N1)C1OCCCC1)OC)N (2-{[2-(Ethyloxy)ethyl]oxy}-8-(methyloxy)-9-(tetrahydro-2H-pyran-2-yl)-9H-purin-6-amine), C(=O)(C(F)(F)F)O (TFA). Solvent: CO (MeOH). Run at temperature 0 celsius, time 1 day. Yields the product FC(C(=O)O)(F)F.C(C)OCCOC=1NC(=C2N=C(N=C2N1)OC)N (2-{[2-(Ethyloxy)ethyl]oxy}-8-(methyloxy)-1H-Purin-6-amine trifluoroacetic acid salt). Reaction SMILES: [CH2:1]([O:3][CH2:4][CH2:5][O:6][C:7]1[N:15]=[C:14]2[C:10]([N:11]=[C:12]([O:22][CH3:23])[N:13]2C2CCCCO2)=[C:9]([NH2:24])[N:8]=1)[CH3:2].[C:25]([OH:31])([C:27]([F:30])([F:29])[F:28])=[O:26]>CO>[F:28][C:27]([F:30])([F:29])[C:25]([OH:31])=[O:26].[CH2:1]([O:3][CH2:4][CH2:5][O:6][C:7]1[NH:8][C:9]([NH2:24])=[C:10]2[C:14]([N:15]=1)=[N:13][C:12]([O:22][CH3:23])=[N:11]2)[CH3:2] |f:3.4|. Procedure: 2-{[2-(Ethyloxy)ethyl]oxy}-8-(methyloxy)-9-(tetrahydro-2H-pyran-2-yl)-9H-purin-6-amine (4.78 g, 14.2 mmol) was dissolved in MeOH (30 ml) and TFA (7.5 ml) was added with stirring at 0° C. The mixture was left standing at room temperature for 1 day. A white solid was formed. The solid was filtered off and washed with ethyl acetate and dried in vacuo. This gave product (4 g, 80.5%). Reactants: CC(C)(C)[O-], CS(C)=O, CCOC(C)=O, CC(Cl)C#N, Cl, [K+], COC(=O)c1sc2ccc(OC)cc2c1O. Yields the product COC(=O)c1sc2ccc(OC)cc2c1OC(C)C#N. RXN SMILES: [CH3:17][C:18]([CH3:19])([O-:20])[CH3:21].[CH3:29][S:30]([CH3:31])=[O:32].[CH3:33][CH2:34][O:35][C:36](=[O:37])[CH3:38].[Cl:23][CH:24]([C:25]#[N:26])[CH3:27].[ClH:28].[K+:22].[OH:1][c:2]1[c:3]2[c:4]([s:5][c:6]1[C:7](=[O:8])[O:9][CH3:10])[cH:11][cH:12][c:13]([O:15][CH3:16])[cH:14]2>>[O:1]([c:2]1[c:3]2[c:4]([s:5][c:6]1[C:7](=[O:8])[O:9][CH3:10])[cH:11][cH:12][c:13]([O:15][CH3:16])[cH:14]2)[CH:24]([C:25]#[N:26])[CH3:27]. Starting materials: C(C)N1C=C(C(C2=CC(=C(C(=C12)F)F)F)=O)C(=O)O (1-ethyl-6,7,8-trifluoro-1,4-dihydro-4-oxoquinoline-3-carboxylic acid), Cl.C(=O)NCC1CNCCO1 (2-(formylaminomethyl)morpholine hydrochloride), N12CCCCCC2=NCCC1 (1,8-diazabicyclo[5.4.0]undec-7-ene). Solvent: C(C)#N (acetonitrile). Conditions: time 8 hour. The product is C(C)N1C=C(C(C2=CC(=C(C(=C12)F)N1CC(OCC1)CNC=O)F)=O)C(=O)O (1-ethyl-6,8-difluoro-7-[2-(formylaminomethyl)morpholino]-1,4-dihydro-4-oxoquinoline-3-carboxylic acid). Reaction SMILES: [CH2:1]([N:3]1[C:12]2[C:7](=[CH:8][C:9]([F:15])=[C:10](F)[C:11]=2[F:13])[C:6](=[O:16])[C:5]([C:17]([OH:19])=[O:18])=[CH:4]1)[CH3:2].Cl.[CH:21]([NH:23][CH2:24][CH:25]1[O:30][CH2:29][CH2:28][NH:27][CH2:26]1)=[O:22].N12CCCN=C1CCCCC2>C(#N)C>[CH2:1]([N:3]1[C:12]2[C:7](=[CH:8][C:9]([F:15])=[C:10]([N:27]3[CH2:28][CH2:29][O:30][CH:25]([CH2:24][NH:23][CH:21]=[O:22])[CH2:26]3)[C:11]=2[F:13])[C:6](=[O:16])[C:5]([C:17]([OH:19])=[O:18])=[CH:4]1)[CH3:2] |f:1.2|. Procedure: A solution of 813 mg of 1-ethyl-6,7,8-trifluoro-1,4-dihydro-4-oxoquinoline-3-carboxylic acid, 650 mg of 2-(formylaminomethyl)morpholine hydrochloride and 1.0 g of 1,8-diazabicyclo[5.4.0]undec-7-ene in 10 ml of acetonitrile is refluxed for 3 hours and allowed to stand at room temperature overnight. The precipitated crystals are collected by filtration and successively washed with acetonitrile, water and acetone to give 1-ethyl-6,8-difluoro-7-[2-(formylaminomethyl)morpholino]-1,4-dihydro-4-oxoquin...